Dataset: the Open Reaction Database (ORD), a public repository of structured organic reaction records. Task: describe an organic reaction: reactants, conditions, products, and yield Starting materials: C(C)(=O)OC(C1=CC(=C(C(=C1)Cl)N)Cl)CN(CCCCCCOCCC1=NC=CC=C1)C(C)=O (α-[[acetyl[6-[2-(2-pyridinyl)ethoxy]hexyl]amino]methyl]-4-amino-3,5-dichlorobenzenemethanol acetate). The solvent is [OH-].[Na+] (sodium hydroxide), C(C)O (ethanol). Run at time 18 hour. Product: NC1=C(C=C(C=C1Cl)C(O)CNCCCCCCOCCC1=NC=CC=C1)Cl (4-Amino-3,5-dichloro-α-[[[6-[2-(2-pyridinyl)ethoxy]hexyl]amino]methyl]benzenemethanol). Yield: 73.7%. As a reaction SMILES: C([O:4][CH:5]([CH2:15][N:16](C(=O)C)[CH2:17][CH2:18][CH2:19][CH2:20][CH2:21][CH2:22][O:23][CH2:24][CH2:25][C:26]1[CH:31]=[CH:30][CH:29]=[CH:28][N:27]=1)[C:6]1[CH:11]=[C:10]([Cl:12])[C:9]([NH2:13])=[C:8]([Cl:14])[CH:7]=1)(=O)C>[OH-].[Na+].C(O)C>[NH2:13][C:9]1[C:10]([Cl:12])=[CH:11][C:6]([CH:5]([CH2:15][NH:16][CH2:17][CH2:18][CH2:19][CH2:20][CH2:21][CH2:22][O:23][CH2:24][CH2:25][C:26]2[CH:31]=[CH:30][CH:29]=[CH:28][N:27]=2)[OH:4])=[CH:7][C:8]=1[Cl:14] |f:1.2|. Procedure details: A mixture of α-[[acetyl[6-[2-(2-pyridinyl)ethoxy]hexyl]amino]methyl]-4-amino-3,5-dichlorobenzenemethanol acetate (ester) (130 mg) in sodium hydroxide (5 ml) and ethanol (5 ml) was stirred at room temperature for 18 h. The mixture was heated under reflux for 20 h, cooled, evaporated in vacuo and the aqueous layer extracted with ethyl acetate (2×20 ml). The combined organic extracts were dried and concentrated to give a yellow oil which was triturated in ether/hexane to give the title compound as ... The reactants are C(=O)(OCC)C1(C(CCC1)=O)CC (2-Carboethoxy-2-ethyl-cyclopentanone), [O-]CC.[Na+] (sodium ethoxide). Yields the product C(C)C1C(C(CC1)C(=O)OCC)=O (2-ethyl-5-carboethoxycyclopentanone). As a reaction SMILES: [C:1]([C:6]1(CC)[CH2:10][CH2:9][CH2:8][C:7]1=[O:11])([O:3][CH2:4][CH3:5])=[O:2].[O-][CH2:15][CH3:16].[Na+]>>[CH2:15]([CH:8]1[CH2:9][CH2:10][CH:6]([C:1]([O:3][CH2:4][CH3:5])=[O:2])[C:7]1=[O:11])[CH3:16] |f:1.2|. Procedure: 2-Carboethoxy-2-ethyl-cyclopentanone is reacted with sodium ethoxide to produce 2-ethyl-5-carboethoxycyclopentanone. (J. Org. Chem. 29, 2782 (1964)) The reactants are C(C)(=O)N1CCNCC1 (1-acetylpiperazine), C(C)(C)N(CC)C(C)C (diisopropylethylamine), O1CCOCC1 (1,4-dioxane), FC(C=1C=C(CN2C(C3=C(NCCC2)N=C(N=C3C3=CC=CC=C3)S(=O)(=O)C)=O)C=C(C1)C(F)(F)F)(F)F (6-[3,5-bis(trifluoromethyl)benzyl]-5,6,7,8,9,10-hexahydro-2-(methylsulfonyl)-5-oxo-4-phenylpyrimido[4,5-b][1,5]diazocine). The solvent is C(C)(=O)OCC (ethyl acetate). The product is C(C)(=O)N1CCN(CC1)C=1N=C(C2=C(NCCCN(C2=O)CC2=CC(=CC(=C2)C(F)(F)F)C(F)(F)F)N1)C1=CC=CC=C1 (2-(4-acetylpiperazine-1-yl)-6-[3,5-bis(trifluoromethyl)benzyl]-5,6,7,8,9,10-hexahydro-5-oxo-4-phenylpyrimido[4,5-b][1,5]diazocine). The yield is 69.2%. Reaction SMILES: [C:1]([N:4]1[CH2:9][CH2:8][NH:7][CH2:6][CH2:5]1)(=[O:3])[CH3:2].C(N(C(C)C)CC)(C)C.O1CCOCC1.[F:25][C:26]([F:62])([F:61])[C:27]1[CH:28]=[C:29]([CH:54]=[C:55]([C:57]([F:60])([F:59])[F:58])[CH:56]=1)[CH2:30][N:31]1[CH2:38][CH2:37][CH2:36][NH:35][C:34]2[N:39]=[C:40](S(C)(=O)=O)[N:41]=[C:42]([C:43]3[CH:48]=[CH:47][CH:46]=[CH:45][CH:44]=3)[C:33]=2[C:32]1=[O:53]>C(OCC)(=O)C>[C:1]([N:4]1[CH2:9][CH2:8][N:7]([C:40]2[N:41]=[C:42]([C:43]3[CH:48]=[CH:47][CH:46]=[CH:45][CH:44]=3)[C:33]3[C:32](=[O:53])[N:31]([CH2:30][C:29]4[CH:54]=[C:55]([C:57]([F:60])([F:59])[F:58])[CH:56]=[C:27]([C:26]([F:62])([F:25])[F:61])[CH:28]=4)[CH2:38][CH2:37][CH2:36][NH:35][C:34]=3[N:39]=2)[CH2:6][CH2:5]1)(=[O:3])[CH3:2]. Reported procedure: 1-acetylpiperazine(23.1 mg), diisopropylethylamine(0.1 mL), and 1,4-dioxane (1 mL) were added to 6-[3,5-bis(trifluoromethyl)benzyl]-5,6,7,8,9,10-hexahydro-2-(methylsulfonyl)-5-oxo-4-phenylpyrimido[4,5-b][1,5]diazocine (Compound of Reference Example 16; 83.8 mg). While heated, the mixture was refluxed for 5 hours. Subsequently, the reaction mixture was diluted with ethyl acetate, was sequentially washed with water and a saturated aqueous solution of sodium chloride, and was then dried over anhydr... The reactants are C[C@@]1(O[C@H]1CCC)CO ((2R,3S)-2-Methyl-3-propyloxiranemethanol), [Si](CC)(CC)(CC)OS(=O)(=O)C(F)(F)F (TESOTf), N1=C(C=C(C=C1C)C)C (collidine), [Si](C)(C)(C(C)(C)C)O[C@@H]([C@H](C=O)C)CCC ((2R,3R)-3-[t-Butyldimethylsilyloxy)-2-methylhexanal). Yields the product C(C)[Si](O[C@H]([C@@H](C=O)C)CCC)(CC)CC ((2S,3S)-3-(Triethylsilyloxy)-2-methylhexanal). RXN SMILES: [CH3:1][C@@:2]1([CH2:8][OH:9])[C@H:4]([CH2:5][CH2:6][CH3:7])[O:3]1.[Si:10](OS(C(F)(F)F)(=O)=O)([CH2:15][CH3:16])([CH2:13][CH3:14])[CH2:11][CH3:12].N1C(C)=CC(C)=CC=1C.[Si](O[C@H](CCC)[C@@H](C)C=O)(C(C)(C)C)(C)C>>[CH2:11]([Si:10]([CH2:15][CH3:16])([CH2:13][CH3:14])[O:3][C@@H:4]([CH2:5][CH2:6][CH3:7])[C@H:2]([CH3:1])[CH:8]=[O:9])[CH3:12]. Reported procedure: Epoxy alcohol 13, 1.4 eq TESOTf, and 1.5 eq of collidine were reacted as in the preparation of 16 to give 95%+yield (<20:1 de) of crude aldehyde 22 which was chromatographed (SiO2, 3% EtOAc/96% Hex/1% TEA) to give 85% of 22. 1H NMR (CDCl3, 500.135 MHz) δ:9.68 (1H, d, J=2.37 Hz), 3.89 (1H, q, J=5.03 Hz), 2.43 (1H, qdd, J=6.95, 5.03, 2.30 Hz), 1.5-1.2 (4H, m), 1.02 (3H, d, J=6.95 Hz), 0.89 (6H, t J=8.0 Hz), 0.85 (3H, t, J=7.14 Hz), and 0.54 (9H, q, J=7.80 Hz). 13C NMR (CDCl3, 90.55 MHz) δ:205.1, 7... Reactants: S(O)(O)(=O)=O (sulfuric acid), S(O)(O)(=O)=O (sulfuric acid), C1(CCCCCN1)=O (caprolactam), S(O)(O)(=O)=O (sulfuric acid), C1(CCCCCN1)=O (caprolactam), C1(CCCCCN1)=O (caprolactam), C1(CCCCCN1)=O (caprolactam), C1(CCCCC1)=NO (Cyclohexanone oxime), S(O)(O)(=O)=O (sulfuric acid). Product: C1(CCCCCN1)=O (caprolactam), S(O)(O)(=O)=O (sulfuric acid), S(=O)(=O)=O (sulfur trioxide). As a reaction SMILES: C1(=NO)CCCCC1.[S:9](=[O:13])(=[O:12])([OH:11])[OH:10].[C:14]1(=[O:21])[NH:20][CH2:19][CH2:18][CH2:17][CH2:16][CH2:15]1>>[C:14]1(=[O:21])[NH:20][CH2:19][CH2:18][CH2:17][CH2:16][CH2:15]1.[S:9](=[O:11])(=[O:10])([OH:13])[OH:12].[S:9](=[O:12])(=[O:11])=[O:10]. Reported procedure: Such a process is for example described in U.S. Pat. No. 3,914,217. In the process as described in U.S. Pat. No. 3,914,217 the Beckmann rearrangement is carried out in three stages in series. Cyclohexanone oxime is fed to each stage containing a circulating rearrangement mixture having a sulfuric acid+SO3 to caprolactam weight ratio and a SO3 content within certain ranges. The circulating rearrangement mixture of the first stage has a sulfuric acid+SO3 to caprolactam weight ratio of 1.33 to 1.80... The reactants are CC(=O)O, CCO, CNC(=O)c1cc([N+](=O)[O-])ccc1SC(C)C, [Fe], O. The product is CNC(=O)c1cc(N)ccc1SC(C)C. Reaction SMILES: [CH3:19][C:20](=[O:21])[OH:22].[CH3:23][CH2:24][OH:25].[CH:1]([CH3:2])([CH3:3])[S:4][c:5]1[c:6]([C:7](=[O:8])[NH:9][CH3:10])[cH:11][c:12]([N+:15]([O-:16])=[O:17])[cH:13][cH:14]1.[Fe:26].[OH2:18]>>[CH:1]([CH3:2])([CH3:3])[S:4][c:5]1[c:6]([C:7](=[O:8])[NH:9][CH3:10])[cH:11][c:12]([NH2:15])[cH:13][cH:14]1. Starting materials: BrC=1SC(=C2C1CN(C2)CC=2N=CN(C2)C(C2=CC=CC=C2)(C2=CC=CC=C2)C2=CC=CC=C2)Br (1,3-dibromo-5[(1-triphenylmethyl-1H-imidazol-4-yl) methyl]-5,6-dihydro-4H-thieno[3,4-c]pyrrole), Cl (hydrochloric acid). Product: Cl.Cl.BrC=1SC(=C2C1CN(C2)CC=2N=CNC2)Br (1,3-Dibromo-5-[(1H-imidazol-4-yl)methyl]-5,6-dihydro-4H-thieno[3,4-c]pyrrole dihydrochloride). Reaction SMILES: [Br:1][C:2]1[S:3][C:4]([Br:35])=[C:5]2[CH2:9][N:8]([CH2:10][C:11]3[N:12]=[CH:13][N:14](C(C4C=CC=CC=4)(C4C=CC=CC=4)C4C=CC=CC=4)[CH:15]=3)[CH2:7][C:6]=12.[ClH:36]>>[ClH:36].[ClH:36].[Br:1][C:2]1[S:3][C:4]([Br:35])=[C:5]2[CH2:9][N:8]([CH2:10][C:11]3[N:12]=[CH:13][NH:14][CH:15]=3)[CH2:7][C:6]=12 |f:2.3.4|. Procedure: A suspension of 0.7 g (1.15 mmol) of 1,3-dibromo-5[(1-triphenylmethyl-1H-imidazol-4-yl) methyl]-5,6-dihydro-4H-thieno[3,4-c]pyrrole in 14 ml of 2M hydrochloric acid is heated at reflux for 1 hour. The precipitate formed is filtered and washed with water. The combined aqueous phases are washed with ethyl acetate and then evaporated to dryness to provide 0.45 g of a chestnut-brown solid which is crystallized from isopropanol. 0.082 g of a cream solid is obtained. Yield 17%. Melting point: 221° C. ... Reactants: NCCN(C(C=C)=O)[C@H](C(C)C)C1=NC2=CC(=CC=C2C(N1CC1=CC=CC=C1)=O)Cl (N-(2-Amino-ethyl)-N-[(R)-1-(3-benzyl-7-chloro-4-oxo-3,4-dihydro-quinazolin-2-yl)-2-methyl-propyl]-acrylamide), C(C)(C)(C)OC(NCCN([C@H](C(C)C)C1=NC2=CC(=CC=C2C(N1CC1=CC=CC=C1)=O)Cl)C(C=C)=O)=O ((2-{acryloyl-[(R)-1-(3-benzyl-7-chloro-4-oxo-3,4-dihydro-quinazolin-2-yl)-2-methyl-propyl]-amino}-ethyl)-carbamic acid tert-butyl ester), C(=O)(C(F)(F)F)O (TFA). Run in C(Cl)Cl (CH2Cl2). Product: C(C1=CC=CC=C1)N1C(=NC2=CC(=CC=C2C1=O)Cl)[C@@H](C(C)C)N1CCNCCC1=O (3-benzyl-7-chloro-2-[(R)-2-methyl-1-(7-oxo-[1,4]diazepan-1-yl)-propyl]-3H-quinazolin-4-one). As a reaction SMILES: [NH2:1][CH2:2][CH2:3][N:4]([C@@H:9]([C:13]1[N:22]([CH2:23][C:24]2[CH:29]=[CH:28][CH:27]=[CH:26][CH:25]=2)[C:21](=[O:30])[C:20]2[C:15](=[CH:16][C:17]([Cl:31])=[CH:18][CH:19]=2)[N:14]=1)[CH:10]([CH3:12])[CH3:11])[C:5](=[O:8])[CH:6]=[CH2:7].C(OC(=O)NCCN(C(=O)C=C)[C@@H](C1N(CC2C=CC=CC=2)C(=O)C2C(=CC(Cl)=CC=2)N=1)C(C)C)(C)(C)C.C(O)(C(F)(F)F)=O>C(Cl)Cl>[CH2:23]([N:22]1[C:21](=[O:30])[C:20]2[C:15](=[CH:16][C:17]([Cl:31])=[CH:18][CH:19]=2)[N:14]=[C:13]1[C@H:9]([N:4]1[C:5](=[O:8])[CH2:6][CH2:7][NH:1][CH2:2][CH2:3]1)[CH:10]([CH3:12])[CH3:11])[C:24]1[CH:25]=[CH:26][CH:27]=[CH:28][CH:29]=1. Reported procedure: N-(2-Amino-ethyl)-N-[(R)-1-(3-benzyl-7-chloro-4-oxo-3,4-dihydro-quinazolin-2-yl)-2-methyl-propyl]-acrylamide: According to the procedure of Example 1d above, (2-{acryloyl-[(R)-1-(3-benzyl-7-chloro-4-oxo-3,4-dihydro-quinazolin-2-yl)-2-methyl-propyl]-amino}-ethyl)-carbamic acid tert-butyl ester was treated with 50% TFA in CH2Cl2 (3 mL) to give the title compound: MS (ES) m/e 439.2 (M+H)+. Reactants: [Si](C)(C)(C(C)(C)C)O[C@H]1CN(CC1)C1=C(C=C(C=C1)N1C(O[C@H](C1)COC1=NOC=C1)=O)F (3-(4-((3R)-3-t-Butyldimethylsilyloxy-1-pyrrolidinyl)-3-fluorophenyl)-5(R)-(isoxazol-3-yloxymethyl)oxazolidin-2-one), O (water). Solvent: C(C)(=O)O (acetic acid). Yields the product O[C@H]1CN(CC1)C1=C(C=C(C=C1)N1C(O[C@H](C1)COC1=NOC=C1)=O)F (3-(4-((3R)-3-Hydroxy-1-pyrrolidinyl)-3-fluorophenyl)-5(R)-(isoxazol-3-yloxymethyl)oxazolidin-2-one). Reaction SMILES: [Si]([O:8][C@@H:9]1[CH2:13][CH2:12][N:11]([C:14]2[CH:19]=[CH:18][C:17]([N:20]3[CH2:24][C@H:23]([CH2:25][O:26][C:27]4[CH:31]=[CH:30][O:29][N:28]=4)[O:22][C:21]3=[O:32])=[CH:16][C:15]=2[F:33])[CH2:10]1)(C(C)(C)C)(C)C.O>C(O)(=O)C>[OH:8][C@@H:9]1[CH2:13][CH2:12][N:11]([C:14]2[CH:19]=[CH:18][C:17]([N:20]3[CH2:24][C@H:23]([CH2:25][O:26][C:27]4[CH:31]=[CH:30][O:29][N:28]=4)[O:22][C:21]3=[O:32])=[CH:16][C:15]=2[F:33])[CH2:10]1. Procedure details: 3-(4-((3R)-3-t-Butyldimethylsilyloxy-1-pyrrolidinyl)-3-fluorophenyl)-5(R)-(isoxazol-3-yloxymethyl)oxazolidin-2-one (1.8 g, 3.77 mmol) was stirred in a mixture of acetic acid, water, and tetrahydroftiran (3:1:1, 40 ml) at 90° for four hours. Solvent was evaporated, and the residue purified by chromatography on a 10 g silica Mega Bond Elut® column, eluting with a gradient increasing in polarity from 0 to 10% MeOH in dichloromethane. Relevant fractions were combined and evaporated to givc the desir...